From a dataset of the Open Reaction Database (ORD), a public repository of structured organic reaction records. describe an organic reaction: reactants, conditions, products, and yield The reactants are CC(=O)O, Cn1c(=O)c(-c2c(Cl)cccc2Cl)cc2cnc(S(C)(=O)=O)nc21, Nc1ccc2c(c1)OCC2. The product is Cn1c(=O)c(-c2c(Cl)cccc2Cl)cc2cnc(Nc3ccc4c(c3)OCC4)nc21. As a reaction SMILES: [CH3:35][C:36](=[O:37])[OH:38].[Cl:1][c:2]1[c:3](-[c:9]2[cH:10][c:11]3[c:12]([n:13][c:14]([S:17]([CH3:18])(=[O:19])=[O:20])[n:15][cH:16]3)[n:21]([CH3:24])[c:22]2=[O:23])[c:4]([Cl:8])[cH:5][cH:6][cH:7]1.[O:25]1[CH2:26][CH2:27][c:28]2[c:29]1[cH:30][c:31]([NH2:34])[cH:32][cH:33]2>>[Cl:1][c:2]1[c:3](-[c:9]2[cH:10][c:11]3[c:12]([n:13][c:14]([NH:34][c:31]4[cH:30][c:29]5[c:28]([cH:33][cH:32]4)[CH2:27][CH2:26][O:25]5)[n:15][cH:16]3)[n:21]([CH3:24])[c:22]2=[O:23])[c:4]([Cl:8])[cH:5][cH:6][cH:7]1. Starting materials: [C@@H]([C@H](C(=O)[O-])O)(C(=O)[O-])O.[Na+].[K+] (Rochelle's salt), ClC1=CC=C2CCCC(C2=C1)=O (7-chloro-1-tetralone), NC=1SCCN1 (2-aminothiazoline), [BH4-].[Na+] (sodium borohydride). The reagents and catalysts are CC([O-])C.[Ti+4].CC([O-])C.CC([O-])C.CC([O-])C (Titanium isopropoxide). Run in CO (methanol). Conditions: time 16 hour. The product is ClC1=CC=C2CCCC(C2=C1)NC=1SCCN1 ((7-Chloro-1,2,3,4-tetrahydro-naphthalen-1-yl)-(4,5-dihydro-thiazol-2-yl)-amine). Reaction SMILES: [Cl:1][C:2]1[CH:11]=[C:10]2[C:5]([CH2:6][CH2:7][CH2:8][C:9]2=O)=[CH:4][CH:3]=1.[NH2:13][C:14]1[S:15][CH2:16][CH2:17][N:18]=1.[BH4-].[Na+].[C@H](O)(C([O-])=O)[C@@H](O)C([O-])=O.[Na+].[K+]>CO.CC(C)[O-].[Ti+4].CC(C)[O-].CC(C)[O-].CC(C)[O-]>[Cl:1][C:2]1[CH:11]=[C:10]2[C:5]([CH2:6][CH2:7][CH2:8][CH:9]2[NH:13][C:14]2[S:15][CH2:16][CH2:17][N:18]=2)=[CH:4][CH:3]=1 |f:2.3,4.5.6,8.9.10.11.12|. Reported procedure: Titanium isopropoxide (710 mg, 0.74 mls, 2.5 mmol) is added to a mixture of 7-chloro-1-tetralone (360 mg, 2 mmol) and 2-aminothiazoline (224 mg, 2.2 mmol). The reaction mixture is stirred for 16 hours at room temperature, then diluted with dry methanol (5 ml). Excess sodium borohydride is added carefully portionwise over a period of 45 minutes. The reaction mixture is stirred for a further 2 hours, then added to a saturated aqueous solution of Rochelle's salt and extracted with dichloromethane (...